From a dataset of the Open Reaction Database (ORD), a public repository of structured organic reaction records. describe an organic reaction: reactants, conditions, products, and yield The reactants are [H-].[Na+] (NaH), COC1=CC=C(CCl)C=C1 (p-methoxybenzylchlorid), OC=1C(=NC(=CC1)C)CO (3-hydroxy-6-methyl-2-pyridinemethanol). The solvent is C(Cl)Cl (CH2Cl2), CN(C)C=O (DMF). Reaction conditions: temperature 0 celsius, time 2 hour. The product is COC1=CC=C(COC=2C(=NC(=CC2)C)CO)C=C1 ([3-(4-Methoxy-benzyloxy)-6-methyl-pyridin-2-yl]-methanol). Yield: 59.8%. RXN SMILES: [OH:1][C:2]1[C:3]([CH2:9][OH:10])=[N:4][C:5]([CH3:8])=[CH:6][CH:7]=1.[H-].[Na+].[CH3:13][O:14][C:15]1[CH:22]=[CH:21][C:18]([CH2:19]Cl)=[CH:17][CH:16]=1>CN(C=O)C.C(Cl)Cl>[CH3:13][O:14][C:15]1[CH:22]=[CH:21][C:18]([CH2:19][O:1][C:2]2[C:3]([CH2:9][OH:10])=[N:4][C:5]([CH3:8])=[CH:6][CH:7]=2)=[CH:17][CH:16]=1 |f:1.2|. Reported procedure: 1.39 g (10 mmol) of the commercial 3-hydroxy-6-methyl-2-pyridinemethanol in 15 ml DMF was cooled (0° C.), treated with 0.52 g (13.00 mmol) of NaH (55% in oil) and after 30 min, with 1.35 mL (10.00 mmol) p-methoxybenzylchlorid. The suspension was stirred 1 h at 0° C. and 2 h at RT. The reaction mixture was diluted with CH2Cl2 and washed with 1M NaOH and brine. The organic layers were dried over magnesium sulfate, evaporated, purified by silica gel column (AcOEt) and crystallized (AcOEt/n-n-heptan... The reactants are C(C1=CC=CC=C1)OC1=C(C=C(C=C1)C(CBr)O)NC=O (N-[2-benzyloxy-5-(2-bromo-1-hydroxyethyl)phenyl]formamide), [Si](C)(C)(C(C)(C)C)Cl (tert-butyldimethylsilyl chloride), N1C=NC=C1 (imidazole). The yield is 104.0%. Procedure details: To a solution of N-[2-benzyloxy-5-(2-bromo-1-hydroxyethyl)phenyl]formamide (Organic Process Research and Development 1998, 2, 96-99) (4.12 g, 11.8 mmol) in N,N-dimethylformamide (25 mL) at RT under N2 was added tert-butyldimethylsilyl chloride (3.50 g, 23.2 mmol), imidazole (1.90 g, 27.9 mmol) and 4-(dimethylamino)pyridine (40 mg, 330 □mol). The resulting solution was stirred at RT overnight, the solvent was removed and the product taken up in ethyl acetate (70 mL). The organics were washed with... The solvent is CN(C=O)C (N,N-dimethylformamide). Conditions: time 8 hour. The reagents and catalysts are CN(C1=CC=NC=C1)C (4-(dimethylamino)pyridine). RXN SMILES: [CH2:1]([O:8][C:9]1[CH:14]=[CH:13][C:12]([CH:15]([OH:18])[CH2:16][Br:17])=[CH:11][C:10]=1[NH:19][CH:20]=[O:21])[C:2]1[CH:7]=[CH:6][CH:5]=[CH:4][CH:3]=1.[Si:22](Cl)([C:25]([CH3:28])([CH3:27])[CH3:26])([CH3:24])[CH3:23].N1C=CN=C1>CN(C)C=O.CN(C)C1C=CN=CC=1>[CH2:1]([O:8][C:9]1[CH:14]=[CH:13][C:12]([C@@H:15]([O:18][Si:22]([C:25]([CH3:28])([CH3:27])[CH3:26])([CH3:24])[CH3:23])[CH2:16][Br:17])=[CH:11][C:10]=1[NH:19][CH:20]=[O:21])[C:2]1[CH:3]=[CH:4][CH:5]=[CH:6][CH:7]=1. The product is C(C1=CC=CC=C1)OC1=C(C=C(C=C1)[C@H](CBr)O[Si](C)(C)C(C)(C)C)NC=O (N-{2-Benzyloxy-5-[(1R)-2-bromo-1-(tert-butyldimethyl silanyloxy)ethyl]phenyl}formamide).